From a dataset of the Open Reaction Database (ORD), a public repository of structured organic reaction records. describe an organic reaction: reactants, conditions, products, and yield The yield is 96.0%. Run in CC(=O)C (acetone). Procedure details: Step c) A mixture of 5-bromo-6-hydroxy-2-naphthaldehyde (34.0 g, 135.5 mmol), potassium carbonate (18.7 g, 135.5 mmol), dimethyl sulfate (12.8 mL, 135.5 mmol) and acetone (500 mL), was refluxed for 3 hours. The volatiles were removed in vacuo, and the residue was suspended in water. The precipitated solid was filtered and dried, to yield a yellow solid (34.5 g, 96% yield, m.p. 133°-135° C.). Reactants: BrC1=C2C=CC(=CC2=CC=C1O)C=O (5-bromo-6-hydroxy-2-naphthaldehyde), C([O-])([O-])=O.[K+].[K+] (potassium carbonate), S(=O)(=O)(OC)OC (dimethyl sulfate). RXN SMILES: [Br:1][C:2]1[C:11]([OH:12])=[CH:10][CH:9]=[C:8]2[C:3]=1[CH:4]=[CH:5][C:6]([CH:13]=[O:14])=[CH:7]2.[C:15](=O)([O-])[O-].[K+].[K+].S(OC)(OC)(=O)=O>CC(C)=O>[Br:1][C:2]1[C:11]([O:12][CH3:15])=[CH:10][CH:9]=[C:8]2[C:3]=1[CH:4]=[CH:5][C:6]([CH:13]=[O:14])=[CH:7]2 |f:1.2.3|. Yields the product BrC1=C2C=CC(=CC2=CC=C1OC)C=O (5-Bromo-6-methoxy-2-naphthldehyde). The reactants are Fc1cc(-c2cc(C(F)(F)F)nc(-c3cccc(Br)c3)n2)ccc1C(F)(F)F, CC1(C)OB(c2ccc(N)nc2)OC1(C)C. Product: Nc1ccc(-c2cccc(-c3nc(-c4ccc(C(F)(F)F)c(F)c4)cc(C(F)(F)F)n3)c2)cn1. RXN SMILES: [Br:1][c:2]1[cH:3][c:4](-[c:8]2[n:9][c:10]([C:25]([F:26])([F:27])[F:28])[cH:11][c:12](-[c:14]3[cH:15][c:16]([F:24])[c:17]([C:20]([F:21])([F:22])[F:23])[cH:18][cH:19]3)[n:13]2)[cH:5][cH:6][cH:7]1.[NH2:29][c:30]1[n:31][cH:32][c:33]([B:36]2[O:37][C:38]([CH3:39])([CH3:40])[C:41]([CH3:42])([CH3:43])[O:44]2)[cH:34][cH:35]1>>[c:2]1(-[c:33]2[cH:32][n:31][c:30]([NH2:29])[cH:35][cH:34]2)[cH:3][c:4](-[c:8]2[n:9][c:10]([C:25]([F:26])([F:27])[F:28])[cH:11][c:12](-[c:14]3[cH:15][c:16]([F:24])[c:17]([C:20]([F:21])([F:22])[F:23])[cH:18][cH:19]3)[n:13]2)[cH:5][cH:6][cH:7]1. The reactants are ice, O (water), N1N=NN=C1C=1C=C(C=O)C=CC1 (3-(tetrazol-5-yl)-benzaldehyde), C([O-])([O-])=O.[K+].[K+] (potassium carbonate), CI (methyl iodide). Run in CN(C)C=O.O1CCOCC1 (DMF dioxane). Product: CN1N=C(N=N1)C=1C=C(C=O)C=CC1 (3-(2-methyl-tetrazol-5-yl)-benzaldehyde). Reaction SMILES: [NH:1]1[C:5]([C:6]2[CH:7]=[C:8]([CH:11]=[CH:12][CH:13]=2)[CH:9]=[O:10])=[N:4][N:3]=[N:2]1.[C:14](=O)([O-])[O-].[K+].[K+].CI.O>CN(C=O)C.O1CCOCC1>[CH3:14][N:3]1[N:2]=[N:1][C:5]([C:6]2[CH:7]=[C:8]([CH:11]=[CH:12][CH:13]=2)[CH:9]=[O:10])=[N:4]1 |f:1.2.3,6.7|. Reported procedure: With the exclusion of air, 10.0 g (57.4 mmol) of 3-(tetrazol-5-yl)-benzaldehyde are added to 23.7 g (172 mmol) of potassium carbonate in 120 ml of DMF/dioxane (1:1) in an ice bath. 5.37 ml (86 mmol) of methyl iodide are added dropwise thereto and the reaction mixture is stirred for 2 hours in the ice bath and for 1 hour at RT. The reaction mixture is stirred into 0.5 liter of water, and the crude product is filtered off with suction and washed with water. Dissolution in 0.3 liter of ethyl acetat... Starting materials: C(=O)([O-])[O-].[Cs+].[Cs+] (Cs2CO3), C(C)OC(=O)C1=CC2=C(C=CO2)C(=C1)O (4-hydroxy-benzofuran-6-carboxylic acid ethyl ester), COC(=O)C=1C=C(C=C2C1CC(O2)C)OC2=CC=C(C=C2)S(=O)(=O)C (6-(4-methanesulfonyl-phenoxy)-2-methyl-2,3-dihydro-benzofuran-4-carboxylic acid methyl ester), CS(=O)(=O)C1=CC=C(C=C1)F (4-fluorophenyl methyl sulfone). Yields the product C(C)OC(=O)C1=CC2=C(C=CO2)C(=C1)OC1=CC=C(C=C1)S(=O)(=O)C (4-(4-Methanesulfonyl-phenoxy)-benzofuran-6-carboxylic acid ethyl ester), oil. RXN SMILES: [CH3:1][O:2][C:3]([C:5]1[CH:6]=[C:7]([O:15][C:16]2[CH:21]=[CH:20][C:19]([S:22]([CH3:25])(=[O:24])=[O:23])=[CH:18][CH:17]=2)[CH:8]=[C:9]2[O:13][CH:12](C)[CH2:11][C:10]=12)=[O:4].[CH3:26]S(C1C=CC(F)=CC=1)(=O)=O.C([O-])([O-])=O.[Cs+].[Cs+].C(OC(C1C=C(O)C2C=COC=2C=1)=O)C>>[CH2:1]([O:2][C:3]([C:5]1[CH:6]=[C:7]([O:15][C:16]2[CH:17]=[CH:18][C:19]([S:22]([CH3:25])(=[O:24])=[O:23])=[CH:20][CH:21]=2)[C:8]2[CH:11]=[CH:12][O:13][C:9]=2[CH:10]=1)=[O:4])[CH3:26] |f:2.3.4|. Reported procedure: The title compound was prepared in a similar manner as described for Intermediate 1f, from 4-fluorophenyl methyl sulfone (180 mg, 1.03 mmol), Cs2CO3 (630 mg, 1.93 mmol), and 4-hydroxy-benzofuran-6-carboxylic acid ethyl ester (8a) (199 mg, 0.97 mmol). Purification by flash column chromatography eluting with 15% EtOAc in hexanes gave a pale yellow oil (261 mg, 75% yield). 1H NMR (400 MHz, CDCl3) δ 8.13 (s, 1 H) 7.91 (s, 2 H) 7.74 (s, 1 H) 7.65 (s, 1 H) 7.13 (s, 2 H) 6.66 (s, 1 H) 4.41 (s, 2 H) 3.0... The yield is 75.0%. The product is CC(O)CC(=CC(N)C(=O)O)CP(=O)(O)O. RXN SMILES: [NH2:1][CH:2]([C:3](=[O:4])[O:5][CH2:6][CH3:7])[CH:8]=[C:9]([CH2:10][CH:11]([CH3:12])[OH:13])[CH2:14][P:15](=[O:16])([OH:17])[OH:18].[OH2:19]>>[NH2:1][CH:2]([C:3](=[O:4])[OH:5])[CH:8]=[C:9]([CH2:10][CH:11]([CH3:12])[OH:13])[CH2:14][P:15](=[O:16])([OH:17])[OH:18]. Reactants: CCOC(=O)C(N)C=C(CC(C)O)CP(=O)(O)O, O. Reactants: CN(C)C=O, Cn1c(=O)c2[nH]cnc2n(C)c1=O, C=Cc1noc(C)n1. Yields the product Cc1nc(CCn2cnc3c2c(=O)n(C)c(=O)n3C)no1. As a reaction SMILES: [CH3:22][N:23]([CH3:24])[CH:25]=[O:26].[CH3:9][n:10]1[c:11]2[n:12][cH:13][nH:14][c:15]2[c:16](=[O:17])[n:18]([CH3:19])[c:20]1=[O:21].[CH:1](=[CH2:2])[c:3]1[n:4][o:5][c:6]([CH3:8])[n:7]1>>[CH2:1]([CH2:2][n:14]1[cH:13][n:12][c:11]2[n:10]([CH3:9])[c:20](=[O:21])[n:18]([CH3:19])[c:16](=[O:17])[c:15]21)[c:3]1[n:4][o:5][c:6]([CH3:8])[n:7]1.